From a dataset of the Open Reaction Database (ORD), a public repository of structured organic reaction records. describe an organic reaction: reactants, conditions, products, and yield Reactants: S1C=C(C=C1)CO (3-thiophenemethanol), [H-].[Na+] (sodium hydride), ClC1=NC(=CC(=C1)NC)Cl (2,6-dichloro-4-methylaminopyridine). Run in O1CCCC1 (tetrahydrofuran), O1CCCC1 (tetrahydrofuran). The product is ClC1=NC(=CC(=C1)NC)OCC1=CSC=C1 (2-chloro-4-methylamino-6-(3-thienylmethyloxy)pyridine). Reaction SMILES: [S:1]1[CH:5]=[CH:4][C:3]([CH2:6][OH:7])=[CH:2]1.[H-].[Na+].[Cl:10][C:11]1[CH:16]=[C:15]([NH:17][CH3:18])[CH:14]=[C:13](Cl)[N:12]=1>O1CCCC1>[Cl:10][C:11]1[CH:16]=[C:15]([NH:17][CH3:18])[CH:14]=[C:13]([O:7][CH2:6][C:3]2[CH:4]=[CH:5][S:1][CH:2]=2)[N:12]=1 |f:1.2|. Reported procedure: To a solution of 3-thiophenemethanol (1.42 g, 0.0113×1.1 mol) in 20 ml of dry tetrahydrofuran, sodium hydride (1.35 g (ca.60% in mineral oil), 0.0113×3.0 mol) was added. After the bubbling ceased, a solution of 2,6-dichloro-4-methylaminopyridine (2.0 g, 0.0113 mol) in 30 ml of dry tetrahydrofuran was added dropwise at room temperature. Reactants: CCCC[N+](CCCC)(CCCC)CCCC, [Cl-], O=C1CN(S(=O)(=O)c2cc3ccc(Cl)cc3s2)CCN1Cc1ccc2c(Cl)ccnc2c1, [N-]=[N+]=[N-], [Na+], CN(C)C=O, O. The product is [N-]=[N+]=Nc1ccnc2cc(CN3CCN(S(=O)(=O)c4cc5ccc(Cl)cc5s4)CC3=O)ccc12. Reaction SMILES: [CH2:44]([N+:45]([CH2:46][CH2:47][CH2:48][CH3:49])([CH2:50][CH2:51][CH2:52][CH3:53])[CH2:54][CH2:55][CH2:56][CH3:57])[CH2:58][CH2:59][CH3:60].[Cl-:43].[Cl:1][c:2]1[cH:3][cH:4][n:5][c:6]2[cH:7][c:8]([CH2:12][N:13]3[C:14](=[O:32])[CH2:15][N:16]([S:19](=[O:20])(=[O:21])[c:22]4[cH:23][c:24]5[c:25]([s:26]4)[cH:27][c:28]([Cl:31])[cH:29][cH:30]5)[CH2:17][CH2:18]3)[cH:9][cH:10][c:11]12.[N-:34]=[N+:35]=[N-:36].[Na+:33].[O:38]=[CH:39][N:40]([CH3:41])[CH3:42].[OH2:37]>>[c:2]1([N:34]=[N+:35]=[N-:36])[cH:3][cH:4][n:5][c:6]2[cH:7][c:8]([CH2:12][N:13]3[C:14](=[O:32])[CH2:15][N:16]([S:19](=[O:20])(=[O:21])[c:22]4[cH:23][c:24]5[c:25]([s:26]4)[cH:27][c:28]([Cl:31])[cH:29][cH:30]5)[CH2:17][CH2:18]3)[cH:9][cH:10][c:11]12.